This data is from the Open Reaction Database (ORD), a public repository of structured organic reaction records. The task is: describe an organic reaction: reactants, conditions, products, and yield Reactants: O=C(Oc1ccc([N+](=O)[O-])cc1)OC1CN(C(=O)Cc2ccc(F)cc2)N(C(=O)OCc2ccccc2)C1, C1COCCN1, ClCCl. Yields the product O=C(OC1CN(C(=O)Cc2ccc(F)cc2)N(C(=O)OCc2ccccc2)C1)N1CCOCC1. As a reaction SMILES: [CH2:1]([c:2]1[cH:3][cH:4][cH:5][cH:6][cH:7]1)[O:8][C:9](=[O:10])[N:11]1[N:12]([C:29]([CH2:30][c:31]2[cH:32][cH:33][c:34]([F:37])[cH:35][cH:36]2)=[O:38])[CH2:13][CH:14]([O:16][C:17](=[O:18])[O:19][c:20]2[cH:21][cH:22][c:23]([N+:24]([O-:25])=[O:26])[cH:27][cH:28]2)[CH2:15]1.[CH2:39]1[CH2:40][O:41][CH2:42][CH2:43][NH:44]1.[Cl:45][CH2:46][Cl:47]>>[CH2:1]([c:2]1[cH:3][cH:4][cH:5][cH:6][cH:7]1)[O:8][C:9](=[O:10])[N:11]1[N:12]([C:29]([CH2:30][c:31]2[cH:32][cH:33][c:34]([F:37])[cH:35][cH:36]2)=[O:38])[CH2:13][CH:14]([O:16][C:17](=[O:18])[N:44]2[CH2:39][CH2:40][O:41][CH2:42][CH2:43]2)[CH2:15]1. Reactants: C(#N)NC(SC)=NCCSCC=1N=NC=CC1 (N-cyano-N'-[2-(3-pyridazinylmethylthio)ethyl]-S-methylisothiourea), CN (methylamine). The product is C(#N)NC(=NCCSCC=1N=NC=CC1)NC (N-cyano-N'-methyl-N"-[2-(3-pyridazinylmethylthio)ethyl]guanidine). Reaction SMILES: [C:1]([NH:3][C:4](=[N:7][CH2:8][CH2:9][S:10][CH2:11][C:12]1[N:13]=[N:14][CH:15]=[CH:16][CH:17]=1)SC)#[N:2].[CH3:18][NH2:19]>>[C:1]([NH:3][C:4]([NH:19][CH3:18])=[N:7][CH2:8][CH2:9][S:10][CH2:11][C:12]1[N:13]=[N:14][CH:15]=[CH:16][CH:17]=1)#[N:2]. Procedure details: Reacting this isothiourea with methylamine by the procedure of Example 3(c)(ii) gives N-cyano-N'-methyl-N"-[2-(3-pyridazinylmethylthio)ethyl]guanidine. Starting materials: C(C)OC(=O)NC(C)(C)C1=CC=C(C(=O)OC)C=C1 (methyl 4-(1-ethoxycarbonylamino-1-methylethyl)benzoate), C1(CC1)C=1C=C(C(=NC1)N1CCNCC1)C (1-(5-cyclopropyl-3-methylpyridin-2-yl)piperazine). The product is C(C)OC(NC(C)(C)C1=CC=C(C=C1)C(=O)N1CCN(CC1)C1=NC=C(C=C1C)C)=O ((1-{4-[4-(3,5-dimethylpyridin-2-yl)piperazine-1-carbonyl]phenyl}-1-methylethyl)carbamic acid ethyl ester). Isolated yield 84.4%. As a reaction SMILES: [CH2:1]([O:3][C:4]([NH:6][C:7]([C:10]1[CH:19]=[CH:18][C:13]([C:14]([O:16]C)=O)=[CH:12][CH:11]=1)([CH3:9])[CH3:8])=[O:5])[CH3:2].[CH:20]1([C:23]2[CH:24]=[C:25]([CH3:35])[C:26]([N:29]3[CH2:34][CH2:33][NH:32][CH2:31][CH2:30]3)=[N:27][CH:28]=2)CC1>>[CH2:1]([O:3][C:4](=[O:5])[NH:6][C:7]([C:10]1[CH:11]=[CH:12][C:13]([C:14]([N:32]2[CH2:33][CH2:34][N:29]([C:26]3[C:25]([CH3:35])=[CH:24][C:23]([CH3:20])=[CH:28][N:27]=3)[CH2:30][CH2:31]2)=[O:16])=[CH:18][CH:19]=1)([CH3:8])[CH3:9])[CH3:2]. Procedure: Using methyl 4-(1-ethoxycarbonylamino-1-methylethyl)benzoate (174 mg) described in Preparation Example 70 and 1-(5-cyclopropyl-3-methylpyridin-2-yl)piperazine (157 mg) described in Preparation Example 83 and by the reaction and treatment in the same manner as in Example 109, the title compound (235 mg) was obtained.